From a dataset of the Open Reaction Database (ORD), a public repository of structured organic reaction records. describe an organic reaction: reactants, conditions, products, and yield Reactants: CN, O=C(Cl)N1CC(Oc2ccc(Cl)cc2Cl)C1, C1CCOC1, O. Product: CNC(=O)N1CC(Oc2ccc(Cl)cc2Cl)C1. RXN SMILES: [CH3:17][NH2:18].[Cl:1][c:2]1[c:3]([O:4][CH:5]2[CH2:6][N:7]([C:9](=[O:10])[Cl:11])[CH2:8]2)[cH:12][cH:13][c:14]([Cl:16])[cH:15]1.[O:19]1[CH2:20][CH2:21][CH2:22][CH2:23]1.[OH2:24]>>[Cl:1][c:2]1[c:3]([O:4][CH:5]2[CH2:6][N:7]([C:9](=[O:10])[NH:18][CH3:17])[CH2:8]2)[cH:12][cH:13][c:14]([Cl:16])[cH:15]1.